describe an organic reaction: reactants, conditions, products, and yield From a dataset of the Open Reaction Database (ORD), a public repository of structured organic reaction records. Reactants: ClC1=NC=C(C(=N1)NC1=C(C=C(C=C1)OC)N1N=CC=C1)Cl ((2,5-Dichloro-pyrimidin-4-yl)-(4-methoxy-2-pyrazol-1-yl-phenyl)-amine), NC1=CC2=C(N(C(CCC2)=O)CC)C=C1OC (7-Amino-1-ethyl-8-methoxy-1,3,4,5-tetrahydro-benzo[b]azepin-2-one). Product: ClC=1C(=NC(=NC1)NC1=CC2=C(N(C(CCC2)=O)CC)C=C1OC)NC1=C(C=C(C=C1)OC)N1N=CC=C1 (7-[5-Chloro-4-(4-methoxy-2-pyrazol-1-yl-phenylamino)-pyrimidin-2-ylamino]-1-ethyl-8-methoxy-1,3,4,5-tetrahydro-benzo[b]azepin-2-one). RXN SMILES: Cl[C:2]1[N:7]=[C:6]([NH:8][C:9]2[CH:14]=[CH:13][C:12]([O:15][CH3:16])=[CH:11][C:10]=2[N:17]2[CH:21]=[CH:20][CH:19]=[N:18]2)[C:5]([Cl:22])=[CH:4][N:3]=1.[NH2:23][C:24]1[C:37]([O:38][CH3:39])=[CH:36][C:27]2[N:28]([CH2:34][CH3:35])[C:29](=[O:33])[CH2:30][CH2:31][CH2:32][C:26]=2[CH:25]=1>>[Cl:22][C:5]1[C:6]([NH:8][C:9]2[CH:14]=[CH:13][C:12]([O:15][CH3:16])=[CH:11][C:10]=2[N:17]2[CH:21]=[CH:20][CH:19]=[N:18]2)=[N:7][C:2]([NH:23][C:24]2[C:37]([O:38][CH3:39])=[CH:36][C:27]3[N:28]([CH2:34][CH3:35])[C:29](=[O:33])[CH2:30][CH2:31][CH2:32][C:26]=3[CH:25]=2)=[N:3][CH:4]=1. Reported procedure: (2,5-Dichloro-pyrimidin-4-yl)-(4-methoxy-2-pyrazol-1-yl-phenyl)-amine, of Example 611c, was reacted with 7-Amino-1-ethyl-8-methoxy-1,3,4,5-tetrahydro-benzo[b]azepin-2-one, in a similar manner as Example 601b, to yield desired product 7-[5-Chloro-4-(4-methoxy-2-pyrazol-1-yl-phenylamino)-pyrimidin-2-ylamino]-1-ethyl-8-methoxy-1,3,4,5-tetrahydro-benzo[b]azepin-2-one as a lyophylate (30%); 1H NMR (400 MHz, DMSO-d6) δ 10.10 (s, 1H), 8.47 (bs, 1H), 8.21 (s, 1H), 8.17 (s, 1H), 7.79 (m, 2H), 7.56 (s, 1H... The reactants are C(C)OC(=O)C=1C=C(C=CC1)C1=C(C=CC=C1)CBr (2′-Bromomethyl-biphenyl-3-carboxylic acid ethyl ester), SCCO (2-mercaptoethanol), C([O-])([O-])=O.[K+].[K+] (potassium carbonate), C(C)OC(=O)C=1C=C(C=CC1)C1=CC=C(C=C1)CSCCO (4′-(2-hydroxy-ethylsulfanylmethyl)-biphenyl-3-carboxylic acid ethyl ester). Run in CN(C)C=O (DMF). Yields the product C(C)OC(=O)C=1C=C(C=CC1)C1=C(C=CC=C1)CSCCO (2′-(2-Hydroxy-ethylsulfanylmethyl)-biphenyl-3-carboxylic acid ethyl ester). As a reaction SMILES: C(OC(C1C=C(C2C=CC(C[S:19][CH2:20][CH2:21][OH:22])=CC=2)C=CC=1)=O)C.[CH2:23]([O:25][C:26]([C:28]1[CH:29]=[C:30]([C:34]2[CH:39]=[CH:38][CH:37]=[CH:36][C:35]=2[CH2:40]Br)[CH:31]=[CH:32][CH:33]=1)=[O:27])[CH3:24].SCCO.C(=O)([O-])[O-].[K+].[K+]>CN(C=O)C>[CH2:23]([O:25][C:26]([C:28]1[CH:29]=[C:30]([C:34]2[CH:39]=[CH:38][CH:37]=[CH:36][C:35]=2[CH2:40][S:19][CH2:20][CH2:21][OH:22])[CH:31]=[CH:32][CH:33]=1)=[O:27])[CH3:24] |f:3.4.5|. Procedure: 2′-(2-Hydroxy-ethylsulfanylmethyl)-biphenyl-3-carboxylic acid ethyl ester was synthesized as described for 4′-(2-hydroxy-ethylsulfanylmethyl)-biphenyl-3-carboxylic acid ethyl ester. 2′-Bromomethyl-biphenyl-3-carboxylic acid ethyl ester (10.3 g, 32.27 mmol, 1 eq.) in anhydrous DMF was treated with 2-mercaptoethanol (3.03 g, 38.72 mmol, 1.2 eq.) and potassium carbonate (13.38 g, 96.81 mmol, 3 eq.). When complete, the reaction was worked up as described leaving a yellow/orange oil.